Dataset: the Open Reaction Database (ORD), a public repository of structured organic reaction records. Task: describe an organic reaction: reactants, conditions, products, and yield Reactants: C([O-])(O)=O.[Na+] (sodium bicarbonate), P(=O)(Cl)(Cl)Cl (Phosphorus oxychloride), Cl.FC=1C=C(CN2C(=CC=3C2=C(N=CC3)N3CC2=CC=CC=C2CC3)C)C=CC1 (2-[1-(3-fluorobenzyl)-2-methyl-1H-pyrrolo[2,3-c]pyridin-7-yl]-1,2,3,4-tetrahydroisoquinoline hydrochloride), ice water. RXN SMILES: P(Cl)(Cl)([Cl:3])=O.Cl.[F:7][C:8]1[CH:9]=[C:10]([CH:32]=[CH:33][CH:34]=1)[CH2:11][N:12]1[C:16]2=[C:17]([N:21]3[CH2:30][CH2:29][C:28]4[C:23](=[CH:24][CH:25]=[CH:26][CH:27]=4)[CH2:22]3)[N:18]=[CH:19][CH:20]=[C:15]2[CH:14]=[C:13]1[CH3:31].[C:35](=O)(O)[O-:36].[Na+]>CN(C)C=O>[ClH:3].[CH2:22]1[C:23]2[C:28](=[CH:27][CH:26]=[CH:25][CH:24]=2)[CH2:29][CH2:30][N:21]1[C:17]1[N:18]=[CH:19][CH:20]=[C:15]2[C:14]([CH:35]=[O:36])=[C:13]([CH3:31])[N:12]([CH2:11][C:10]3[CH:32]=[CH:33][CH:34]=[C:8]([F:7])[CH:9]=3)[C:16]=12 |f:1.2,3.4,6.7|. Procedure: Phosphorus oxychloride (44 μl, 0.47 mmol) was added to a solution of 2-[1-(3-fluorobenzyl)-2-methyl-1H-pyrrolo[2,3-c]pyridin-7-yl]-1,2,3,4-tetrahydroisoquinoline hydrochloride (115 mg, 0.31 mmol) prepared in Example 613 in N,N-dimethylformamide (2 ml). The reaction mixture was stirred overnight at 100° C. under heating. The reaction mixture was cooled to room temperature, added to ice water, basified with a sodium bicarbonate solution, and then extracted with ethyl acetate. The organic layer was... Yields the product Cl.C1N(CCC2=CC=CC=C12)C=1N=CC=C2C1N(C(=C2C=O)C)CC2=CC(=CC=C2)F (7-(3,4-dihydro-1H-isoquinolin-2-yl)-1-(3-fluorobenzyl)-2-methyl-1H-pyrrolo[2,3-c]pyridin-3-carbaldehyde hydrochloride). Run in CN(C=O)C (N,N-dimethylformamide). Conditions: temperature 100 celsius, time 8 hour. Reaction SMILES: [C:1](#[N:2])[C:3]1([OH:23])[C:4]2([CH3:5])[CH:6]([CH2:7][CH2:8]1)[CH:9]1[CH2:10][CH2:11][C:12]3=[CH:13][C:14](=[O:22])[CH2:15][CH2:16][C:17]3([CH3:18])[C:19]1=[CH:20][CH2:21]2.[CH2:38]1[CH2:41][CH2:40][CH2:39][O:42]1.[CH3:31][CH:32]([N-:33][CH:34]([CH3:35])[CH3:36])[CH3:37].[CH3:43][N:44]([CH3:45])[c:46]1[cH:47][cH:48][n:49][cH:50][cH:51]1.[Cl:24][CH2:25][Si:26]([CH3:27])([CH3:28])[Cl:29].[Li+:30]>>[C:1]([C:3]1([OH:23])[C:4]2([CH3:5])[CH:6]([CH2:7][CH2:8]1)[CH:9]1[CH2:10][CH2:11][C:12]3=[CH:13][C:14](=[O:22])[CH2:15][CH2:16][C:17]3([CH3:18])[C:19]1=[CH:20][CH2:21]2)([CH2:25][Cl:24])=[O:42]. Product: CC12CCC(=O)C=C1CCC1C2=CCC2(C)C1CCC2(O)C(=O)CCl. Reactants: CC12CCC(=O)C=C1CCC1C2=CCC2(C)C1CCC2(O)C#N, C1CCOC1, CC(C)[N-]C(C)C, CN(C)c1ccncc1, C[Si](C)(Cl)CCl, [Li+]. The reactants are BrC(C(CC(=O)O)(F)F)(F)F (4-bromo-4,4,3,3-tetrafluorobutanoic acid), [N-]=[N+]=[N-].[Na+] (Sodium azide), Cl (HCl), [O-]S(=O)S(=O)[O-].[Na+].[Na+].C(=O)(O)[O-].[Na+] (Na2S2O4 NaHCO3), BrCF2CF2CH2CHBrOEt CrO3 H2SO4, C([O-])([O-])=O.[Na+].[Na+] (sodium carbonate). The solvent is OS(=O)(=O)O (H2SO4), CC(=O)C (CH3COCH3), ClCCl (dichloromethane), [N-]=[N+]=[N-].[Na+].OS(=O)(=O)O (NaN3 H2SO4), CH3CN H2O BrCF2CF2Br CH2═CHOEt. Conditions: time 20 hour. The product is BrC(C(CN)(F)F)(F)F (3-bromo-2,2,3,3-tetrafluoropropylamine). Reaction SMILES: [Br:1][C:2]([F:11])([F:10])[C:3]([F:9])([F:8])[CH2:4]C(O)=O.[O-]S(S([O-])=O)=O.[Na+].[Na+].C([O-])(O)=O.[Na+].Cl.[N-:26]=[N+]=[N-].[Na+].C(=O)([O-])[O-].[Na+].[Na+]>CC(C)=O.[N-]=[N+]=[N-].[Na+].OS(O)(=O)=O.OS(O)(=O)=O.ClCCl>[Br:1][C:2]([F:11])([F:10])[C:3]([F:9])([F:8])[CH2:4][NH2:26] |f:1.2.3.4.5,7.8,9.10.11,13.14.15|. Procedure: 3-bromo-2,2,3,3-tetrafluoropropylamine was prepared through the intermediate of 4-bromo-4,4,3,3-tetrafluorobutanoic acid (from literature: Wei Yuan, R, Long, L., and Yuan-Fa, Z, Chinese J. Chemistry 1990, 3, 281). The reactions can be described by the following scheme: Na2S2O4/NaHCO3 in CH3CN/H2O BrCF2CF2Br+CH2═CHOEt→BrCF2CF2CH2CHBrOEt CrO3/H2SO4 in CH3COCH3, NaN3/H2SO4; HCl→BrCF2CF2CH2COOH→BrCF2CF2NH3Cl BrCF2CF2COOH (1.2 g, 5 mmol) was dissolved in 3 ml of H2SO4. Sodium azide (0.8 g, 12 mmol) w... The reactants are BrC1=C(C(=O)N(C)OC)C=CC=C1OC (2-bromo-N, 3-dimethoxy-N-methylbenzamide), C(C)(=O)OCC (ethyl acetate), Cl (hydrochloric acid), solution, C[Mg]Br (methyl magnesium bromide), example 3 ( 3a ). Solvent: O1CCCC1 (tetrahydrofuran), O1CCCC1 (tetrahydrofuran). Reaction conditions: time 15 hour. Yields the product BrC1=C(C=CC=C1OC)C(C)=O (1-(2-Bromo-3-methoxy phenyl)ethanone). The yield is 90.0%. As a reaction SMILES: [Br:1][C:2]1[C:13]([O:14][CH3:15])=[CH:12][CH:11]=[CH:10][C:3]=1[C:4](N(OC)C)=[O:5].[CH3:16][Mg]Br.C(OCC)(=O)C.Cl>O1CCCC1>[Br:1][C:2]1[C:13]([O:14][CH3:15])=[CH:12][CH:11]=[CH:10][C:3]=1[C:4](=[O:5])[CH3:16]. Procedure: Under a nitrogen atmosphere, 2-bromo-N, 3-dimethoxy-N-methylbenzamide (16.8 g, 61.5 mmol) which had been obtained in Reference example 3 (3a) was dissolved in tetrahydrofuran (300 mL), and added dropwise with a 1.0 M solution of methyl magnesium bromide in tetrahydrofuran (123 mL, 123 mmol) at 0° C. Upon the completion of the dropwise addition, the temperature of the reaction solution was raised to room temperature and stirred for 15 hours. The reaction solution was added with ethyl acetate and ... Starting materials: C1(=CC=CC=C1)C1=CC=C(C=C1)O (4-phenylphenol), [H-].[Na+] (sodium hydride), CN(C=O)C (dimethylformamide), BrCCCCCl (1-bromo-4-chlorobutane). Reaction conditions: time 2 hour. Product: ClCCCCOC1=C(C=CC=C1)C1=CC=CC=C1 (4-chlorobutoxy-phenylbenzene). The yield is 78.0%. As a reaction SMILES: [H-].[Na+].[C:3]1([C:9]2[CH:14]=[CH:13][C:12](O)=[CH:11][CH:10]=2)[CH:8]=[CH:7][CH:6]=[CH:5][CH:4]=1.Br[CH2:17][CH2:18][CH2:19][CH2:20][Cl:21].CN(C)C=[O:25]>>[Cl:21][CH2:20][CH2:19][CH2:18][CH2:17][O:25][C:4]1[CH:5]=[CH:6][CH:7]=[CH:8][C:3]=1[C:9]1[CH:14]=[CH:13][CH:12]=[CH:11][CH:10]=1 |f:0.1|. Procedure: To a suspension of sodium hydride (60%, 4.7 g, 117 mmol) in dimethylformamide (400 mL) was added 4-phenylphenol (10 g, 60 mmol) portionwise. The mixture was stirred at room temperature for 2 hours, then 1-bromo-4-chlorobutane (13 mL, 117 mmol) was added, and the mixture allowed to stir at room temperature overnight. The reaction was quenched with methanol (30 mL) and filtered through Celite®. The filtrate was taken up in ether (500 mL), washed thrice with water (250 mL) and dried over sodium sul...